This data is from the Open Reaction Database (ORD), a public repository of structured organic reaction records. The task is: describe an organic reaction: reactants, conditions, products, and yield Reactants: NC1=NC(=C2N=CN(C2=N1)[C@H]1C=C[C@H](C1)CO)Cl ((±)-cis-4-(2-Amino-6-chloro-9H-purin-9-yl)-2-cyclopentene-1-methanol), C(C)(C)(C)N (tert-butylamine). Product: NC1=NC(=C2N=CN(C2=N1)[C@H]1C=C[C@H](C1)CO)NC(C)(C)C ((±)-cis-4-(2-Amino-6-(tert-butylamino)-9H-purin-9-yl)-2-cyclopentene-1-methanol). Isolated yield 65.0%. As a reaction SMILES: [NH2:1][C:2]1[N:10]=[C:9]2[C:5]([N:6]=[CH:7][N:8]2[C@@H:11]2[CH2:15][C@H:14]([CH2:16][OH:17])[CH:13]=[CH:12]2)=[C:4](Cl)[N:3]=1.[C:19]([NH2:23])([CH3:22])([CH3:21])[CH3:20]>>[NH2:1][C:2]1[N:10]=[C:9]2[C:5]([N:6]=[CH:7][N:8]2[C@@H:11]2[CH2:15][C@H:14]([CH2:16][OH:17])[CH:13]=[CH:12]2)=[C:4]([NH:23][C:19]([CH3:22])([CH3:21])[CH3:20])[N:3]=1. Procedure details: (±)-cis-4-(2-Amino-6-chloro-9H-purin-9-yl)-2-cyclopentene-1-methanol from Example 4 (0.544 g, 2.0 mmol) and tert-butylamine (15 mL) were heated at 80° C. in a Parr bomb for 28 hours. The resulting solution was concentrated and the residual oil was dried by evaporation of ethanol and chromatographed on silica gel. Title compound was eluted with 5% methanol-chloroform; crystallization from acetonitrile gave white powder (0.392 g, 65%), m.p. 161-163° C. Starting materials: CC(C)(C)OC(=O)Nc1ccc(CC(CP(=O)(O)CCCc2ccccc2)C(=O)O)cn1, CCOC(C)=O. Product: Nc1ccc(CC(CP(=O)(O)CCCc2ccccc2)C(=O)O)cn1. RXN SMILES: [C:1]([O:2][C:3](=[O:4])[NH:8][c:9]1[cH:10][cH:11][c:12]([CH2:15][CH:16]([C:17](=[O:18])[OH:19])[CH2:20][P:21](=[O:22])([CH2:23][CH2:24][CH2:25][c:26]2[cH:27][cH:28][cH:29][cH:30][cH:31]2)[OH:32])[cH:13][n:14]1)([CH3:5])([CH3:6])[CH3:7].[CH2:33]([O:34][C:35](=[O:36])[CH3:37])[CH3:38]>>[NH2:8][c:9]1[cH:10][cH:11][c:12]([CH2:15][CH:16]([C:17](=[O:18])[OH:19])[CH2:20][P:21](=[O:22])([CH2:23][CH2:24][CH2:25][c:26]2[cH:27][cH:28][cH:29][cH:30][cH:31]2)[OH:32])[cH:13][n:14]1. The reactants are C(C)(=O)C1=C(C(=O)OCC)C(=CC=C1OCC1=CC=CC=C1)OC1=C2CCCC2=C(C=C1C)[N+](=O)[O-] (Ethyl 2-acetyl-3-benzyloxy-6-(5-methyl-7-nitroindan-4-yloxy)benzoate). Solvent: FC(C(=O)O)(F)F.O.CSC (trifluoroacetic acid water dimethylsulfide). Conditions: time 8 hour. The product is C(C)(=O)C1=C(C(=O)OCC)C(=CC=C1O)OC1=C2CCCC2=C(C=C1C)[N+](=O)[O-] (Ethyl 2-acetyl-3-hydroxy-6-(5-methyl-7-nitroindan-4-yloxy)benzoate). The yield is 84.7%. As a reaction SMILES: [C:1]([C:4]1[C:14]([O:15]CC2C=CC=CC=2)=[CH:13][CH:12]=[C:11]([O:23][C:24]2[C:32]([CH3:33])=[CH:31][C:30]([N+:34]([O-:36])=[O:35])=[C:29]3[C:25]=2[CH2:26][CH2:27][CH2:28]3)[C:5]=1[C:6]([O:8][CH2:9][CH3:10])=[O:7])(=[O:3])[CH3:2]>FC(F)(F)C(O)=O.O.CSC>[C:1]([C:4]1[C:14]([OH:15])=[CH:13][CH:12]=[C:11]([O:23][C:24]2[C:32]([CH3:33])=[CH:31][C:30]([N+:34]([O-:36])=[O:35])=[C:29]3[C:25]=2[CH2:26][CH2:27][CH2:28]3)[C:5]=1[C:6]([O:8][CH2:9][CH3:10])=[O:7])(=[O:3])[CH3:2] |f:1.2.3|. Reported procedure: Ethyl 2-acetyl-3-benzyloxy-6-(5-methyl-7-nitroindan-4-yloxy)benzoate (314 mg) was dissolved in trifluoroacetic acid/water/dimethylsulfide (95/5/10) (3 mL). The mixture was stood overnight at room temperature and evaporated under reduced pressure to dryness. Adding water, the residue was extracted with ethyl acetate. The organic layer was washed with a saturated aqueous solution of sodium hydrogen carbonate and brine successively, and dried over anhydrous magnesium sulfate. The solvent was remove... Reactants: C1(=CC=C(C=C1)S(=O)(=O)O)C (p-toluenesulfonic acid), C(C)(=O)C1=C(C(=C(OCC2=CC=C(C=C2)C(C=2C=C(C(=O)O)C=CC2)OC2OCCCC2)C=C1)Cl)O (3-[[4-(4-acetyl-2-chloro-3-hydroxy-phenoxymethyl)-phenyl]-(tetrahydro-pyran-2-yloxy)-methyl]-benzoic acid). Solvent: CO (methanol), C(C)(=O)OCC (ethyl acetate). Run at time 8 hour. Yields the product C(C)(=O)C1=C(C(=C(OCC2=CC=C(C=C2)C(C=2C=C(C(=O)O)C=CC2)O)C=C1)Cl)O (3-{[4-(4-acetyl-2-chloro-3-hydroxy-phenoxymethyl)-phenyl]-hydroxy-methyl}-benzoic Acid). Isolated yield 93.9%. Reaction SMILES: C1(C)C=CC(S(O)(=O)=O)=CC=1.[C:12]([C:15]1[CH:45]=[CH:44][C:18]([O:19][CH2:20][C:21]2[CH:26]=[CH:25][C:24]([CH:27]([O:37]C3CCCCO3)[C:28]3[CH:29]=[C:30]([CH:34]=[CH:35][CH:36]=3)[C:31]([OH:33])=[O:32])=[CH:23][CH:22]=2)=[C:17]([Cl:46])[C:16]=1[OH:47])(=[O:14])[CH3:13]>CO.C(OCC)(=O)C>[C:12]([C:15]1[CH:45]=[CH:44][C:18]([O:19][CH2:20][C:21]2[CH:22]=[CH:23][C:24]([CH:27]([OH:37])[C:28]3[CH:29]=[C:30]([CH:34]=[CH:35][CH:36]=3)[C:31]([OH:33])=[O:32])=[CH:25][CH:26]=2)=[C:17]([Cl:46])[C:16]=1[OH:47])(=[O:14])[CH3:13]. Reported procedure: Add p-toluenesulfonic acid (16.8 mg, 0.098 mmol) to a solution of 3-[[4-(4-acetyl-2-chloro-3-hydroxy-phenoxymethyl)-phenyl]-(tetrahydro-pyran-2-yloxy)-methyl]-benzoic acid (1.00 g, 1.96 mmol) in methanol (0.20M) and stir overnight. Evaporate solvents, dilute with ethyl acetate and wash with water (1×) and brine (1×). Dry and concentrate to afford the title compound as a white solid (0.786 mg, 1.84 mmol, 94%): MS (m/z): 426 (M−H). The reactants are COc1ccc(P2(=S)SP(=S)(c3ccc(OC)cc3)S2)cc1, Cc1ccccc1, Cc1cc(C)c(N2CCCCC2=O)c(Cl)c1. The product is Cc1cc(C)c(N2CCCCC2=S)c(Cl)c1. As a reaction SMILES: [CH3:17][O:18][c:19]1[cH:20][cH:21][c:22]([P:23]2(=[S:26])[S:24][P:25]([c:27]3[cH:28][cH:29][c:30]([O:31][CH3:32])[cH:33][cH:34]3)(=[S:35])[S:36]2)[cH:37][cH:38]1.[CH3:39][c:40]1[cH:41][cH:42][cH:43][cH:44][cH:45]1.[Cl:1][c:2]1[c:3]([N:10]2[C:11](=[O:16])[CH2:12][CH2:13][CH2:14][CH2:15]2)[c:4]([CH3:9])[cH:5][c:6]([CH3:8])[cH:7]1>>[Cl:1][c:2]1[c:3]([N:10]2[C:11](=[S:26])[CH2:12][CH2:13][CH2:14][CH2:15]2)[c:4]([CH3:9])[cH:5][c:6]([CH3:8])[cH:7]1. Starting materials: CCNc1nn(C)c2ncc(-c3ccncc3)cc12, Cn1nc(N)c2cc(-c3ccncc3)cnc21. The product is CCN(C)c1nn(C)c2ncc(-c3ccncc3)cc12. RXN SMILES: [CH2:18]([CH3:19])[NH:20][c:21]1[n:22][n:23]([CH3:36])[c:24]2[n:25][cH:26][c:27](-[c:30]3[cH:31][cH:32][n:33][cH:34][cH:35]3)[cH:28][c:29]12.[CH3:1][n:2]1[c:3]2[n:4][cH:5][c:6](-[c:7]3[cH:8][cH:9][n:10][cH:11][cH:12]3)[cH:13][c:14]2[c:15]([NH2:16])[n:17]1>>[CH3:1][N:20]([CH2:18][CH3:19])[c:21]1[n:22][n:23]([CH3:36])[c:24]2[n:25][cH:26][c:27](-[c:30]3[cH:31][cH:32][n:33][cH:34][cH:35]3)[cH:28][c:29]12. The product is COC(=O)C=C(C=Cc1ccc([N+](=O)[O-])cc1)c1cccc(C#N)c1. RXN SMILES: [CH3:46][c:47]1[cH:48][cH:49][cH:50][cH:51][cH:52]1.[N+:1](=[O:2])([O-:3])[c:4]1[cH:5][cH:6][c:7]([CH:10]=[CH:11][C:12](=[O:13])[c:14]2[cH:15][c:16]([C:17]#[N:18])[cH:19][cH:20][cH:21]2)[cH:8][cH:9]1.[c:22]1([P:23]([c:24]2[cH:25][cH:26][cH:27][cH:28][cH:29]2)([c:30]2[cH:31][cH:32][cH:33][cH:34][cH:35]2)=[CH:41][C:42](=[O:43])[O:44][CH3:45])[cH:36][cH:37][cH:38][cH:39][cH:40]1>>[N+:1](=[O:2])([O-:3])[c:4]1[cH:5][cH:6][c:7]([CH:10]=[CH:11][C:12]([c:14]2[cH:15][c:16]([C:17]#[N:18])[cH:19][cH:20][cH:21]2)=[CH:41][C:42](=[O:43])[O:44][CH3:45])[cH:8][cH:9]1. Reactants: Cc1ccccc1, N#Cc1cccc(C(=O)C=Cc2ccc([N+](=O)[O-])cc2)c1, COC(=O)C=P(c1ccccc1)(c1ccccc1)c1ccccc1.